Dataset: the Open Reaction Database (ORD), a public repository of structured organic reaction records. Task: describe an organic reaction: reactants, conditions, products, and yield Starting materials: Cl.COC([C@H](N)C(C)(C)S)=O (D-penicillamine methyl ester hydrochloride), C([O-])(O)=O.[Na+] (sodium bicarbonate), BrCCBr (1,2-dibromoethane), 1,8-diazobicyclo[5.4.0]undeca-7-ene. Run in CN(C=O)C (dimethylformamide), CN(C=O)C (dimethylformamide). Reaction conditions: time 18 hour. Yields the product CC1([C@@H](NCCS1)C(=O)OC)C (Methyl (3S)-2,2-dimethyl-3-thiomorpholinecarboxylate). The yield is 96.9%. RXN SMILES: Br[CH2:2][CH2:3]Br.Cl.[CH3:6][O:7][C:8](=[O:15])[C@@H:9]([C:11]([SH:14])([CH3:13])[CH3:12])[NH2:10].C(=O)(O)[O-].[Na+]>CN(C)C=O>[CH3:12][C:11]1([CH3:13])[S:14][CH2:3][CH2:2][NH:10][C@H:9]1[C:8]([O:7][CH3:6])=[O:15] |f:1.2,3.4|. Procedure: To a solution of 1,2-dibromoethane (6.77 g, 36 mmol) in dimethylformamide (25 ml) was added, over a period of 30 minutes, a solution of D-penicillamine methyl ester hydrochloride (6 g, 30 mmol) and 1,8-diazobicyclo[5.4.0]undeca-7-ene (13.7 g, 90 mmol) in dimethylformamide (50 ml). The resulting mixture was stirred for 18 hours at room temperature. The reaction mixture was poured into a saturated sodium bicarbonate solution and extracted with ethyl acetate. The organic layer was dried over anhydr... Procedure: In a 200 ml volume flask made from "Daiflon Resin" (trifluorochloroethylene resin manufactured by Daikin Kogyo Co., Ltd.) which is equipped with a stirrer, a cooler, an inlet for gas and a thermometer, a designed amount of uracil and an aqueous solution of hydrofluoric acid (50 g) are charged, and the contents are stirred at a temperature lower than the reaction temperature to dissolve uracil in the aqueous solution of hydrofluoric acid. A designed amount of fluorine gas diluted or not with nitr... Product: FC=1C(NC(NC1)=O)=O (5-fluorouracil). Reaction conditions: time 10 minute. As a reaction SMILES: C(F)(F)=C(Cl)[F:3].[NH:7]1[CH:14]=[CH:13][C:11](=[O:12])[NH:10][C:8]1=[O:9].FF>F>[F:3][C:13]1[C:11](=[O:12])[NH:10][C:8](=[O:9])[NH:7][CH:14]=1. The solvent is F (hydrofluoric acid), F (hydrofluoric acid). The reactants are N1C(=O)NC(=O)C=C1 (uracil), N1C(=O)NC(=O)C=C1 (uracil), FF (fluorine), C(=C(F)Cl)(F)F (Daiflon), FC(=C(Cl)F)F (trifluorochloroethylene). The reactants are CC(=O)NC1CC(C)(C)N(OC2CCCCC2)C(C)(C)C1, Cl, O. Yields the product CC1(C)CC(N)CC(C)(C)N1OC1CCCCC1. As a reaction SMILES: [C:1](=[O:2])([CH3:3])[NH:4][CH:5]1[CH2:6][C:7]([CH3:20])([CH3:21])[N:8]([O:13][CH:14]2[CH2:15][CH2:16][CH2:17][CH2:18][CH2:19]2)[C:9]([CH3:11])([CH3:12])[CH2:10]1.[ClH:23].[OH2:22]>>[NH2:4][CH:5]1[CH2:6][C:7]([CH3:20])([CH3:21])[N:8]([O:13][CH:14]2[CH2:15][CH2:16][CH2:17][CH2:18][CH2:19]2)[C:9]([CH3:11])([CH3:12])[CH2:10]1. Reactants: BrC1C(C(N(C1)C(C(=O)N)CC)=O)C#C (2-(4-bromo-ethynyl-2-oxo-1-pyrrolidinyl)butanamide), BrC(=CC1CC(N(C1)C(C(=O)N)CC)=O)Br (2-[4-(2,2-dibromovinyl)-2-oxo-1-pyrrolidinyl]butanamide), [K] (potassium). The solvent is C1CCOC1 (THF). The product is C(#C)C1CC(N(C1)C(C(=O)N)CC)=O (2-(4-ethynyl-2-oxo-1-pyrrolidinyl)butanamide). As a reaction SMILES: BrC1CN(C(CC)C(N)=O)C(=O)C1C#C.Br[C:17](Br)=[CH:18][CH:19]1[CH2:23][N:22]([CH:24]([CH2:28][CH3:29])[C:25]([NH2:27])=[O:26])[C:21](=[O:30])[CH2:20]1.[K]>C1COCC1>[C:18]([CH:19]1[CH2:23][N:22]([CH:24]([CH2:28][CH3:29])[C:25]([NH2:27])=[O:26])[C:21](=[O:30])[CH2:20]1)#[CH:17] |^1:31|. Reported procedure: Alternatively, 2-(4-bromo-ethynyl-2-oxo-1-pyrrolidinyl)butanamide 267 is obtained by reacting 2-[4-(2,2-dibromovinyl)-2-oxo-1-pyrrolidinyl]butanamide 47 with two equivalent of potassium tertbutoxyde in THF at low temperature (−50° C. to 0° C.). Starting materials: aryl methyl ether, C1(=CC=CC=C1)O (phenol), N(C1=CC=CC=C1)C1=NC2=CC=C(C=C2N=C1)OC (2-anilino-6-methoxy-quinoxaline), [Na] (sodium), C(C)S (ethanethiol). The solvent is CN(C)C=O (DMF). Reaction conditions: temperature 110 celsius. The product is N(C1=CC=CC=C1)C1=NC2=CC=C(C=C2N=C1)O (2-Anilino-6-quinoxalinol). As a reaction SMILES: C1(O)C=CC=CC=1.[NH:8]([C:15]1[CH:24]=[N:23][C:22]2[C:17](=[CH:18][CH:19]=[C:20]([O:25]C)[CH:21]=2)[N:16]=1)[C:9]1[CH:14]=[CH:13][CH:12]=[CH:11][CH:10]=1.[Na].C(S)C>CN(C=O)C>[NH:8]([C:15]1[CH:24]=[N:23][C:22]2[C:17](=[CH:18][CH:19]=[C:20]([OH:25])[CH:21]=2)[N:16]=1)[C:9]1[CH:10]=[CH:11][CH:12]=[CH:13][CH:14]=1 |^1:26|. Procedure details: By the method of Feutrill, G. I.; Mirrington, R. N. Tet. Lett. 1970, 1327; the aryl methyl ether is converted to the phenol derivative. To 2-anilino-6-methoxy-quinoxaline (0.27 g. 1.07 mmol) under argon in DMF is added the sodium salt of ethanethiol (0.19 g, 2 mmol). The reaction mixture is heated to 110° C. overnight. The mixture is concentrated and partitioned between EtOAc and H2O/5% tartaric acid such that the pH of the aqueous layer is approximately 4. The organic layer is washed with H2O (... Starting materials: C(C=1C(=CC=CC1)OC)(=O)Cl (2-anisoyl chloride), NC1CCN2CCC3=C(C2C1)C=C(C(=C3)OC)OC (2-amino-1,3,4,6,7,11b-hexahydro-9,10-dimethoxy-2H-benzo[a]quinolizine). Run in C1(=CC=CC=C1)C (toluene), C1(=CC=CC=C1)C (toluene), [OH-].[Na+] (NaOH), C1(=CC=CC=C1)C (toluene). Yields the product Cl.COC1=CC2=C(C3CC(CCN3CC2)NC(C2=C(C=CC=C2)OC)=O)C=C1OC (1,3,4,6,7,11b-Hexahydro-9,10-dimethoxy-2-(2-methoxybenzoylamino)-2H-benzo[a]quinolizine hydrochloride). The yield is 26.7%. RXN SMILES: [NH2:1][CH:2]1[CH2:11][CH:10]2[N:5]([CH2:6][CH2:7][C:8]3[CH:15]=[C:14]([O:16][CH3:17])[C:13]([O:18][CH3:19])=[CH:12][C:9]=32)[CH2:4][CH2:3]1.[C:20]([Cl:30])(=[O:29])[C:21]1[C:22]([O:27][CH3:28])=[CH:23][CH:24]=[CH:25][CH:26]=1>C1(C)C=CC=CC=1.[OH-].[Na+]>[ClH:30].[CH3:17][O:16][C:14]1[C:13]([O:18][CH3:19])=[CH:12][C:9]2[CH:10]3[N:5]([CH2:6][CH2:7][C:8]=2[CH:15]=1)[CH2:4][CH2:3][CH:2]([NH:1][C:20](=[O:29])[C:21]1[CH:26]=[CH:25][CH:24]=[CH:23][C:22]=1[O:27][CH3:28])[CH2:11]3 |f:3.4,5.6|. Reported procedure: To a cold mixture of 2-amino-1,3,4,6,7,11b-hexahydro-9,10-dimethoxy-2H-benzo[a]quinolizine, (7 g, 0.026 mole) in 200 ml of toluene and 75 ml of 20% NaOH, was added dropwise 4.8 g of 2-anisoyl chloride in toluene. The mixture was stirred in the cold for 1 hour after which the toluene layer was collected, dried over MgSO4 and concentrated in vacuo. The concentrate was chromatographed over silica gel using ethyl acetate-methanol (4:1) as eluant. The major fraction (6.5 g) was converted to the HCl s... Starting materials: C1=CC(=CC=C1CC2=CC=C(C=C2)N=C=O)N=C=O (4,4′-diphenylmethane diisocyanate), C(OC1=CC=CC=C1)(OC1=CC=CC=C1)=O (diphenyl carbonate), 4,4′-MDA di-formamide, C1(=CC=CC=C1)O (phenol), C1(=CC=CC=C1)O (phenol), C(N)(=O)OC1=CC=CC=C1 (mono-phenol carbamate), material, diamine, C(=O)OC1=CC=CC=C1 (phenyl formate), C1(=CC=CC=C1)O.C(=O)OC1=CC=CC=C1 (phenol phenyl formate). Run in C(=O)O (formic acid). Run at time 30 minute. The product is di-formamide, C(C1=CC=C(N)C=C1)C1=CC=C(N)C=C1 (4,4′-methylene-dianiline). Isolated yield 91.6%. As a reaction SMILES: C(=O)(OC1C=CC=CC=1)OC1C=CC=CC=1.C1(O)C=CC=CC=1.C1(O)C=CC=CC=1.C(OC1C=CC=CC=1)=O.C(OC1C=CC=CC=1)=O.[CH:49]1[C:54]([CH2:55][C:56]2[CH:61]=[CH:60][C:59]([N:62]=C=O)=[CH:58][CH:57]=2)=[CH:53][CH:52]=[C:51]([N:65]=C=O)[CH:50]=1.C(OC1C=CC=CC=1)(=O)N>C(O)=O>[CH2:55]([C:56]1[CH:61]=[CH:60][C:59]([NH2:62])=[CH:58][CH:57]=1)[C:54]1[CH:53]=[CH:52][C:51]([NH2:65])=[CH:50][CH:49]=1 |f:2.3|. Reported procedure: The di-formamide of 4,4′-methylene-dianiline is prepared by the reaction of the diamine with 2.1 molar equivalents of formic acid, and removing the water byproduct by azeotropic distillation with toluene. Using the same apparatus as Example 1, but without the addition funnel, diphenyl carbonate (48.45 grams, 0.226 mole) and 4,4′-MDA-di-formamide (6.92 grams, 0.0272 mole), containing 0.21 grams of phenol, is heated to reflux at 38 mmHg. Reaction and phenol/phenyl formate distillation commences at...